From a dataset of the Open Reaction Database (ORD), a public repository of structured organic reaction records. describe an organic reaction: reactants, conditions, products, and yield Starting materials: ClC1=CC=C(C=C1)C1=NC=C(C(=N1)NCC(=O)N(CCC)CCC)[N+](=O)[O-] (2-[2-(4-chlorophenyl)-5-nitro-4-pyrimidinylamino]-N,N-dipropylacetamide), C(C)O (ethanol). Reagents/catalysts: [Pt](=O)=O (platinum (IV) oxide). Conditions: time 4 hour. The product is ClC1=CC=C(C=C1)C1=NC=C2NC(N(C2=N1)CC(=O)N(CCC)CCC)=O (2-(4-chlorophenyl)-7,8-dihydro-8-oxo-N,N-dipropyl-9H-purin-9-acetamide). As a reaction SMILES: [Cl:1][C:2]1[CH:7]=[CH:6][C:5]([C:8]2[N:13]=[C:12]([NH:14][CH2:15][C:16]([N:18]([CH2:22][CH2:23][CH3:24])[CH2:19][CH2:20][CH3:21])=[O:17])[C:11]([N+:25]([O-])=O)=[CH:10][N:9]=2)=[CH:4][CH:3]=1.[CH2:28]([OH:30])C>[Pt](=O)=O>[Cl:1][C:2]1[CH:7]=[CH:6][C:5]([C:8]2[N:13]=[C:12]3[C:11]([NH:25][C:28](=[O:30])[N:14]3[CH2:15][C:16]([N:18]([CH2:22][CH2:23][CH3:24])[CH2:19][CH2:20][CH3:21])=[O:17])=[CH:10][N:9]=2)=[CH:4][CH:3]=1. Procedure details: A mixture of 2-[2-(4-chlorophenyl)-5-nitro-4-pyrimidinylamino]-N,N-dipropylacetamide (9 g), platinum (IV) oxide (1 g) and ethanol (150 ml) is stirred under hydrogen atmosphere for four hours, and the reaction mixture is filtered. The filtrate is concentrated under reduced pressure, and to the resulting residue is added urea (2.1 g). The mixture is stirred at 200° C. for two hours. After cooling, water is added to the reaction mixture, and the precipitates are collected by filtration, washed with... Reactants: O[C@H]1CS[C@H]2N(C1)C([C@H]2NC(CC2=CC=CC=C2)=O)=O ((3R,6R,7R)-3-hydroxy-7-phenylacetamidocepham), O1CCCC1 (tetrahydrofuran), Cl (hydrochloric acid). Solvent: C(Cl)Cl (methylene chloride), C(Cl)Cl (methylene chloride). Run at time 1 hour. Product: O=C1CS[C@H]2N(C1)C([C@H]2NC(CC2=CC=CC=C2)=O)=O ((6R,7R)-3-Keto-7-phenylacetamidocepham). RXN SMILES: [OH:1][C@@H:2]1[CH2:7][N:6]2[C:8](=[O:20])[C@@H:9]([NH:10][C:11](=[O:19])[CH2:12][C:13]3[CH:18]=[CH:17][CH:16]=[CH:15][CH:14]=3)[C@H:5]2[S:4][CH2:3]1.O1CCCC1.Cl>C(Cl)Cl>[O:1]=[C:2]1[CH2:7][N:6]2[C:8](=[O:20])[C@@H:9]([NH:10][C:11](=[O:19])[CH2:12][C:13]3[CH:18]=[CH:17][CH:16]=[CH:15][CH:14]=3)[C@H:5]2[S:4][CH2:3]1. Procedure details: A solution of (3R,6R,7R)-3-hydroxy-7-phenylacetamidocepham (0.5 g., 1.72 mmole) in anhydrous acid-free methylene chloride (15 ml.) containing anhydrous tetrahydrofuran (3 ml.) was treated with a solution of chromium trioxide/pyridine complex (1.3 g., 3 equivalents) in methylene chloride 30 ml.) at 21° for 1 hour. The reaction mixture was poured into excess dilute hydrochloric acid. After separation, the organic phase was washed with water, dried, and evaporated to an oil. Trituration with ethyl ... Starting materials: CCOC(=O)N1CCC(N)C12CCCCC2, CCOC(=O)Cl, ClC(Cl)Cl, [Na+], O=C([O-])O. Yields the product CCOC(=O)NC1CCN(C(=O)OCC)C12CCCCC2. As a reaction SMILES: [CH2:1]([CH3:2])[O:3][C:4](=[O:5])[N:6]1[CH2:7][CH2:8][CH:9]([NH2:16])[C:10]12[CH2:11][CH2:12][CH2:13][CH2:14][CH2:15]2.[Cl:22][C:23](=[O:24])[O:25][CH2:26][CH3:27].[Cl:28][CH:29]([Cl:30])[Cl:31].[Na+:21].[O-:17][C:18]([OH:19])=[O:20]>>[CH2:1]([CH3:2])[O:3][C:4](=[O:5])[N:6]1[CH2:7][CH2:8][CH:9]([NH:16][C:23](=[O:24])[O:25][CH2:26][CH3:27])[C:10]12[CH2:11][CH2:12][CH2:13][CH2:14][CH2:15]2.